Dataset: the Open Reaction Database (ORD), a public repository of structured organic reaction records. Task: describe an organic reaction: reactants, conditions, products, and yield The reactants are CCOC(=O)CC(C)=O, [Li]CCCC, CCCCCC, CC(C)c1c(C=CC=O)c(-c2ccccc2)c2c3ccccc3cnn12, [H-], [Na+], C1CCOC1. The product is CCOC(=O)CC(=O)CC(O)C=Cc1c(-c2ccccc2)c2c3ccccc3cnn2c1C(C)C. Reaction SMILES: [C:3]([CH2:4][C:5](=[O:6])[CH3:7])(=[O:8])[O:9][CH2:10][CH3:11].[CH2:12]([Li:13])[CH2:14][CH2:15][CH3:16].[CH3:48][CH2:49][CH2:50][CH2:51][CH2:52][CH3:53].[CH:17]([CH3:18])([CH3:19])[c:20]1[c:21]([CH:39]=[CH:40][CH:41]=[O:42])[c:22](-[c:33]2[cH:34][cH:35][cH:36][cH:37][cH:38]2)[c:23]2[n:24]1[n:25][cH:26][c:27]1[cH:28][cH:29][cH:30][cH:31][c:32]21.[H-:1].[Na+:2].[O:43]1[CH2:44][CH2:45][CH2:46][CH2:47]1>>[C:3]([CH2:4][C:5](=[O:6])[CH2:7][CH:41]([CH:40]=[CH:39][c:21]1[c:20]([CH:17]([CH3:18])[CH3:19])[n:24]2[c:23]([c:22]1-[c:33]1[cH:34][cH:35][cH:36][cH:37][cH:38]1)[c:32]1[c:27]([cH:26][n:25]2)[cH:28][cH:29][cH:30][cH:31]1)[OH:42])(=[O:8])[O:9][CH2:10][CH3:11]. Reactants: Cc1nc2cccc(Cl)c2nc1Cl, OB(O)c1ccccc1C(F)(F)F, [Na+], [Na+], O=C([O-])[O-]. The product is Cc1nc2cccc(Cl)c2nc1-c1ccccc1C(F)(F)F. As a reaction SMILES: [Cl:1][c:2]1[c:3]([CH3:13])[n:4][c:5]2[cH:6][cH:7][cH:8][c:9]([Cl:12])[c:10]2[n:11]1.[F:14][C:15]([c:16]1[c:17]([B:22]([OH:23])[OH:24])[cH:18][cH:19][cH:20][cH:21]1)([F:25])[F:26].[Na+:27].[Na+:28].[O-:29][C:30](=[O:31])[O-:32]>>[c:2]1(-[c:17]2[c:16]([C:15]([F:14])([F:25])[F:26])[cH:21][cH:20][cH:19][cH:18]2)[c:3]([CH3:13])[n:4][c:5]2[cH:6][cH:7][cH:8][c:9]([Cl:12])[c:10]2[n:11]1. Reactants: CC(C)(C)OC(=O)N1CCc2[nH]nc(-c3ccc(Cl)cc3)c2CC1, ClCCl, O=C(O)C(F)(F)F. Product: Clc1ccc(-c2n[nH]c3c2CCNCC3)cc1. Reaction SMILES: [C:1]([O:2][C:3](=[O:4])[N:8]1[CH2:9][CH2:10][c:11]2[c:12](-[c:18]3[cH:19][cH:20][c:21]([Cl:24])[cH:22][cH:23]3)[n:13][nH:14][c:15]2[CH2:16][CH2:17]1)([CH3:5])([CH3:6])[CH3:7].[Cl:32][CH2:33][Cl:34].[F:25][C:26]([F:27])([F:28])[C:29]([OH:30])=[O:31]>>[NH:8]1[CH2:9][CH2:10][c:11]2[c:12](-[c:18]3[cH:19][cH:20][c:21]([Cl:24])[cH:22][cH:23]3)[n:13][nH:14][c:15]2[CH2:16][CH2:17]1. Reactants: OO (hydrogen peroxide), CN1CCN(CCN(CC1)C)C (1,4,7-trimethyl-1,4,7-triazacyclononane), solution, solution, O=C1C(O)=C(O)[C@H](O1)[C@@H](O)CO (ascorbic acid), O=C1C(O)=C([O-])[C@H](O1)[C@@H](O)CO.[Na+] (sodium ascorbate), C(C=C)N(S(=O)(=O)C1=CC=C(C=C1)[N+](=O)[O-])CC=C (N,N-diallyl 4-nitrobenzenesulfonamide), OO (hydrogen peroxide). The reagents and catalysts are C(C)(=O)[O-].[Mn+2].C(C)(=O)[O-] (manganese (II) acetate). The solvent is C(C)#N (acetonitrile), C(C)#N (acetonitrile), O (water), O (water), C(C)#N (acetonitrile). Reaction conditions: temperature 10 celsius, time 16 hour. The product is C(C1=CC=CC=C1)N1CC2CN(CC(C1)O2)S(=O)(=O)C2=CC=C(C=C2)[N+](=O)[O-] (3-Benzyl-7-(4-nitrophenylsulfonyl)-9-oxa-3,7-diazabicyclo[3.3.1]-nonane). As a reaction SMILES: CN1[CH2:10][CH2:9][N:8]([CH3:11])[CH2:7][CH2:6]N(C)CC1.O=[C:14]1O[C@H:19]([C@H:21]([CH2:23]O)O)[C:17](O)=[C:15]1O.[O:25]=C1O[C@H]([C@H](CO)O)C([O-])=C1O.[Na+].OO.[CH2:40]([N:43]([CH2:56]C=C)[S:44]([C:47]1[CH:52]=[CH:51][C:50]([N+:53]([O-:55])=[O:54])=[CH:49][CH:48]=1)(=[O:46])=[O:45])C=C>O.C(#N)C.C([O-])(=O)C.[Mn+2].C([O-])(=O)C>[CH2:11]([N:8]1[CH2:7][CH:6]2[O:25][CH:10]([CH2:40][N:43]([S:44]([C:47]3[CH:52]=[CH:51][C:50]([N+:53]([O-:55])=[O:54])=[CH:49][CH:48]=3)(=[O:46])=[O:45])[CH2:56]2)[CH2:9]1)[C:14]1[CH:23]=[CH:21][CH:19]=[CH:17][CH:15]=1 |f:2.3,8.9.10|. Reported procedure: A pre-mixed catalyst system: TMTACN (1,4,7-trimethyl-1,4,7-triazacyclononane, prepared as an approximately 60 mM solution in acetonitrile 58.4 mM, 27.3 mL, 0.006 mol eq.), manganese (II) acetate tetrahydate (150 mM, 8.0 mL, 0.0045 mol eq., prepared as a 150 mM solution in water) and equimolar ascorbic acid and sodium ascorbate (80 mM, 12.0 mL, 0.0036 mol eq., prepared as a 80 mM (of both) solution in water) was added to acetonitrile (375 mL, 5 vol) at 10° C. The combined mixture was allowed to e... Reactants: BrC1=C(C=CC(=C1F)[N+](=O)[O-])F (2-bromo-1,3-difluoro-4-nitrobenzene), O.O.[Sn](Cl)Cl (tin(II) chloride dihydrate), C(C)OCC (Diethyl ether), CCOCC (ether), [OH-].[Na+] (sodium hydroxide). Run in Cl (hydrochloric acid), C(Cl)(Cl)Cl (chloroform). Conditions: temperature 40 celsius. The product is CCCC(C)C (isohexane), BrC=1C(=C(C=CC1F)N)F (3-Bromo-2,4-difluorophenylamine). The yield is 83.0%. Reaction SMILES: [Br:1][C:2]1[C:7]([F:8])=[C:6]([N+:9]([O-])=O)[CH:5]=[CH:4][C:3]=1[F:12].O.O.[Sn](Cl)Cl.[CH2:18](OCC)C.[OH-].[Na+]>Cl.C(Cl)(Cl)Cl>[CH3:4][CH2:5][CH2:6][CH:7]([CH3:2])[CH3:18].[Br:1][C:2]1[C:7]([F:8])=[C:6]([NH2:9])[CH:5]=[CH:4][C:3]=1[F:12] |f:1.2.3,5.6|. Reported procedure: A mixture of 2-bromo-1,3-difluoro-4-nitrobenzene (30 g, 130 mmol) and tin(II) chloride dihydrate in 36% hydrochloric acid (150 ml) was heated to 40° C. Diethyl ether (20 ml) was slowly added to bring about solution. Once in solution the reaction proceeded rapidly and the ether boiled away. After heating at 60° C. for 1 h the reaction was cooled and then poured onto ice-water (1.5 l). The solution was made basic (pH 13) with 30% aq. sodium hydroxide keeping the internal temperature below 20° C. T... Starting materials: ClC1=CC=C(C=C1)C(C=1C=C2C(=CC(=NC2=CC1)O)NC1CCNCC1)C1=CC=C(C=C1)Cl (6-[bis(4-chlorophenyl)methyl]-4-[(piperidin-4-yl)amino]quinolin-2-ol), [BH3-]C#N.[Na+] (NaBH3CN), C(=O)C=1C=C(C(=O)OC)C=CC1 (methyl 3-formylbenzoate), CO (methanol). The solvent is C(C)(=O)O (acetic acid). Run at temperature 25 celsius, time 8 hour. Yields the product ClC1=CC=C(C=C1)C(C=1C=C2C(=CC(=NC2=CC1)O)NC1CCN(CC1)CC=1C=C(C(=O)OC)C=CC1)C1=CC=C(C=C1)Cl (methyl 3-[[4-([6-[bis(4-chlorophenyl)methyl]-2-hydroxyquinolin-4-yl]amino)piperidin-1-yl]methyl]benzoate). Reaction SMILES: [Cl:1][C:2]1[CH:7]=[CH:6][C:5]([CH:8]([C:27]2[CH:32]=[CH:31][C:30]([Cl:33])=[CH:29][CH:28]=2)[C:9]2[CH:10]=[C:11]3[C:16](=[CH:17][CH:18]=2)[N:15]=[C:14]([OH:19])[CH:13]=[C:12]3[NH:20][CH:21]2[CH2:26][CH2:25][NH:24][CH2:23][CH2:22]2)=[CH:4][CH:3]=1.[CH:34]([C:36]1[CH:37]=[C:38]([CH:43]=[CH:44][CH:45]=1)[C:39]([O:41][CH3:42])=[O:40])=O.CO.[BH3-]C#N.[Na+]>C(O)(=O)C>[Cl:33][C:30]1[CH:29]=[CH:28][C:27]([CH:8]([C:5]2[CH:4]=[CH:3][C:2]([Cl:1])=[CH:7][CH:6]=2)[C:9]2[CH:10]=[C:11]3[C:16](=[CH:17][CH:18]=2)[N:15]=[C:14]([OH:19])[CH:13]=[C:12]3[NH:20][CH:21]2[CH2:22][CH2:23][N:24]([CH2:34][C:36]3[CH:37]=[C:38]([CH:43]=[CH:44][CH:45]=3)[C:39]([O:41][CH3:42])=[O:40])[CH2:25][CH2:26]2)=[CH:32][CH:31]=1 |f:3.4|. Procedure details: Into a 25-mL round-bottom flask, was placed 6-[bis(4-chlorophenyl)methyl]-4-[(piperidin-4-yl)amino]quinolin-2-ol (100 mg, 0.21 mmol, 1.00 equip), methyl 3-formylbenzoate (68 mg, 0.41 mmol, 2.00 equip), methanol (10 mL), NaBH3CN (66 mg, 1.03 mmol, 5.00 equip), and acetic acid (0.1 mL). The resulting solution was stirred overnight at 25° C. The resulting mixture was concentrated under vacuum. The residue was applied onto a silica gel column with dichloromethane/methanol (20:1) to yield methyl 3-[[...